From a dataset of the Open Reaction Database (ORD), a public repository of structured organic reaction records. describe an organic reaction: reactants, conditions, products, and yield Reactants: Cl (HCl), C(C)(C)(C)OC(NC1CCN(CC1)CC(F)F)=O ([1-(2,2-difluoro-ethyl)-piperidin-4-yl]-carbamic acid tert-butyl ester). Run in O1CCOCC1 (dioxane), O1CCOCC1 (dioxane). Conditions: time 8 hour. Product: Cl.Cl.FC(CN1CCC(CC1)N)F (1-(2,2-difluoro-ethyl)-piperidin-4-ylamine dihydrochloride). Reaction SMILES: C(OC(=O)[NH:7][CH:8]1[CH2:13][CH2:12][N:11]([CH2:14][CH:15]([F:17])[F:16])[CH2:10][CH2:9]1)(C)(C)C.[ClH:19]>O1CCOCC1>[ClH:19].[ClH:19].[F:17][CH:15]([F:16])[CH2:14][N:11]1[CH2:10][CH2:9][CH:8]([NH2:7])[CH2:13][CH2:12]1 |f:3.4.5|. Procedure: To a cooled (0 degrees) mixture of 1.21 g (4.58 mmole) of [1-(2,2-difluoro-ethyl)-piperidin-4-yl]-carbamic acid tert-butyl ester and 20 mL of dioxane, was added 5.7 mL of 4M HCl in dioxane. The mixture was stirred at room temperature overnight, and the solid collected by filtration to give 0.90 g of 1-(2,2-difluoro-ethyl)-piperidin-4-ylamine dihydrochloride. Reactants: c1ccccc1[Mg]Cl (effective_coupling_partner), c1ccncc1OC(=O)N(CC)CC (substrate). Run at temperature 25 celsius, time 16 hour. Yields the product c1ccncc1c1ccccc1. Starting materials: ClC1=CN=NC2=CC(=C(C=C12)OC)OCC=1N(C=CN1)C (4-chloro-6-methoxy-7-[( 1-methylimidazol-2-yl)methoxy]cinnoline), FC1=C(N)C=C(C(=C1)C)O (2-fluoro-5-hydroxy-4-methylaniline), solution, Cl (hydrogen chloride), C(C)(C)O (isopropanol). The solvent is CN(C)C=O (DMF), CC(CCC)O (2-pentanol). Reaction conditions: temperature 0 celsius. The product is Cl.FC1=C(NC2=CN=NC3=CC(=C(C=C23)OC)OCC=2N(C=CN2)C)C=C(C(=C1)C)O (4-(2-fluoro-5-hydroxy-4-methylanilino)-6-methoxy-7-[(1-methylimidazol-2-yl)methoxy]cinnoline hydrochloride). Yield: 79.5%. As a reaction SMILES: [Cl:1][C:2]1[C:11]2[C:6](=[CH:7][C:8]([O:14][CH2:15][C:16]3[N:17]([CH3:21])[CH:18]=[CH:19][N:20]=3)=[C:9]([O:12][CH3:13])[CH:10]=2)[N:5]=[N:4][CH:3]=1.[F:22][C:23]1[CH:29]=[C:28]([CH3:30])[C:27]([OH:31])=[CH:26][C:24]=1[NH2:25].Cl.C(O)(C)C>CC(O)CCC.CN(C=O)C>[ClH:1].[F:22][C:23]1[CH:29]=[C:28]([CH3:30])[C:27]([OH:31])=[CH:26][C:24]=1[NH:25][C:2]1[C:11]2[C:6](=[CH:7][C:8]([O:14][CH2:15][C:16]3[N:17]([CH3:21])[CH:18]=[CH:19][N:20]=3)=[C:9]([O:12][CH3:13])[CH:10]=2)[N:5]=[N:4][CH:3]=1 |f:6.7|. Procedure details: A suspension of 4-chloro-6-methoxy-7-[( 1-methylimidazol-2-yl)methoxy]cinnoline (109 mg, 0.35 mmol) and 2-fluoro-5-hydroxy-4-methylaniline (70 mg, 0.5 mmol), (prepared as described for the starting material in Example 11), in 2-pentanol (3 ml), DMF (0.5 ml) and a 5M solution of hydrogen chloride in isopropanol (74 μl, 0.35 mmol) was heated at reflux for 3 hours. The solution was then cooled to 0° C. and the resulting solid filtered off and washed with ether to give 4-(2-fluoro-5-hydroxy-4-methyl... The reactants are ClC=1C=C(C(=O)OCC)C=C(C1C)F (ethyl 3-chloro-5-fluoro-4-methylbenzoate), C1CC(=O)N(C1=O)Br (NBS), CC(C)(C#N)N=NC(C)(C)C#N (AIBN). Solvent: O (H2O), C(Cl)(Cl)(Cl)Cl (CCl4). Reaction conditions: temperature 80 celsius. The product is BrCC1=C(C=C(C(=O)OCC)C=C1F)Cl (ethyl 4-(bromomethyl)-3-chloro-5-fluorobenzoate). The yield is 48.8%. As a reaction SMILES: [Cl:1][C:2]1[CH:3]=[C:4]([CH:10]=[C:11]([F:14])[C:12]=1[CH3:13])[C:5]([O:7][CH2:8][CH3:9])=[O:6].C1C(=O)N([Br:22])C(=O)C1.CC(N=NC(C#N)(C)C)(C#N)C>C(Cl)(Cl)(Cl)Cl.O>[Br:22][CH2:13][C:12]1[C:11]([F:14])=[CH:10][C:4]([C:5]([O:7][CH2:8][CH3:9])=[O:6])=[CH:3][C:2]=1[Cl:1]. Procedure: To a solution of ethyl 3-chloro-5-fluoro-4-methylbenzoate (5.3 g, 24.46 mmol) in CCl4 (100 mL) was added NBS (4.79 g, 26.91 mmol) followed by AIBN (0.4 g, 2.45 mmol). The reaction mixture was heated at 80° C. overnight. After cooling, the reaction mixture was diluted with H2O and washed with DCM (2×). The combined extracts were dried (Na2SO4), concentrated and purified by flash chromatography (12% EtOAc/Hex) to yield ethyl 4-(bromomethyl)-3-chloro-5-fluorobenzoate (3.53 g, 49%) as a light yellow... Starting materials: FC1(CCC(CC1)CNC(=O)C=1C=2C=CC(=NC2C=CC1Cl)Cl)F (2,6-dichloro-quinoline-5-carboxylic acid (4,4-difluoro-cyclohexylmethyl)-amide), C([O-])([O-])=O.[Cs+].[Cs+] (cesium carbonate), CC1(OB(OC1(C)C)C=1CCOCC1)C (4-(4,4,5,5-Tetramethyl-[1,3,2]dioxaborolan-2-yl)-3,6-dihydro-2H-pyran). The reagents and catalysts are C=1C=CC(=CC1)[P](C=2C=CC=CC2)(C=3C=CC=CC3)[Pd]([P](C=4C=CC=CC4)(C=5C=CC=CC5)C=6C=CC=CC6)([P](C=7C=CC=CC7)(C=8C=CC=CC8)C=9C=CC=CC9)[P](C=1C=CC=CC1)(C=1C=CC=CC1)C=1C=CC=CC1 (tetrakis(triphenylphosphine)palladium). Yields the product FC1(CCC(CC1)CNC(=O)C=1C=2C=CC(=NC2C=CC1Cl)C=1CCOCC1)F (6-Chloro-2-(3,6-dihydro-2H-pyran-4-yl)-quinoline-5-carboxylic acid (4,4-difluoro-cyclo hexyl methyl)-amide). As a reaction SMILES: [F:1][C:2]1([F:24])[CH2:7][CH2:6][CH:5]([CH2:8][NH:9][C:10]([C:12]2[C:13]3[CH:14]=[CH:15][C:16](Cl)=[N:17][C:18]=3[CH:19]=[CH:20][C:21]=2[Cl:22])=[O:11])[CH2:4][CH2:3]1.C(=O)([O-])[O-].[Cs+].[Cs+].CC1(C)C(C)(C)OB([C:39]2[CH2:40][CH2:41][O:42][CH2:43][CH:44]=2)O1>C1C=CC([P]([Pd]([P](C2C=CC=CC=2)(C2C=CC=CC=2)C2C=CC=CC=2)([P](C2C=CC=CC=2)(C2C=CC=CC=2)C2C=CC=CC=2)[P](C2C=CC=CC=2)(C2C=CC=CC=2)C2C=CC=CC=2)(C2C=CC=CC=2)C2C=CC=CC=2)=CC=1>[F:1][C:2]1([F:24])[CH2:7][CH2:6][CH:5]([CH2:8][NH:9][C:10]([C:12]2[C:13]3[CH:14]=[CH:15][C:16]([C:39]4[CH2:44][CH2:43][O:42][CH2:41][CH:40]=4)=[N:17][C:18]=3[CH:19]=[CH:20][C:21]=2[Cl:22])=[O:11])[CH2:4][CH2:3]1 |f:1.2.3,^1:49,51,70,89|. Procedure: The title compound was synthesized according to the procedure described in example 125 using 2,6-dichloro-quinoline-5-carboxylic acid (4,4-difluoro-cyclohexylmethyl)-amide, cesium carbonate, 4-(4,4,5,5-Tetramethyl-[1,3,2]dioxaborolan-2-yl)-3,6-dihydro-2H-pyran and tetrakis(triphenylphosphine)palladium (0). 1H NMR (400 MHz, DMSO-d6): δ ppm 8.85 (t, J=6.00 Hz, 1H), 7.95-8.05 (m, 3H), 7.77 (d, J=9.00 Hz, 1H), 6.98 (s, 1H), 4.33-4.35 (m, 2H), 3.86 (t, J=5.48 Hz, 2H), 3.26-3.28 (m, 2H), 2.66-2.70 (m,... The reactants are Cc1ccccc1, S=C=Nc1ccc(Cl)cc1, Nc1ncccc1OCc1ccccc1. Product: S=C(Nc1ccc(Cl)cc1)Nc1ncccc1OCc1ccccc1. Reaction SMILES: [CH3:26][c:27]1[cH:28][cH:29][cH:30][cH:31][cH:32]1.[Cl:16][c:17]1[cH:18][cH:19][c:20]([N:23]=[C:24]=[S:25])[cH:21][cH:22]1.[NH2:1][c:2]1[n:3][cH:4][cH:5][cH:6][c:7]1[O:8][CH2:9][c:10]1[cH:11][cH:12][cH:13][cH:14][cH:15]1>>[NH:1]([c:2]1[n:3][cH:4][cH:5][cH:6][c:7]1[O:8][CH2:9][c:10]1[cH:11][cH:12][cH:13][cH:14][cH:15]1)[C:24]([NH:23][c:20]1[cH:19][cH:18][c:17]([Cl:16])[cH:22][cH:21]1)=[S:25]. Reactants: FC1=CC=C2C=C(C(=NC2=C1)C1=CC(=CC=C1)F)[C@H](C)NC(=O)C1=C(C(=O)O)C=CC=C1 (2-(((S)-1-(7-Fluoro-2-(3-fluorophenyl)-quinolin-3-yl)ethyl)carbamoyl)benzoic acid), Cl (HCl). The solvent is CCO (EtOH). Conditions: temperature 80 celsius. Yields the product FC1=CC=C2C=C(C(=NC2=C1)C1=CC(=CC=C1)F)[C@H](C)N1C(C2=CC=CC=C2C1=O)=O (2-((S)-1-(7-fluoro-2-(3-fluorophenyl)quinolin-3-yl)ethyl)isoindoline-1,3-dione). Yield: 49.0%. Reaction SMILES: [F:1][C:2]1[CH:11]=[C:10]2[C:5]([CH:6]=[C:7]([C@@H:19]([NH:21][C:22]([C:24]3[CH:32]=[CH:31][CH:30]=[CH:29][C:25]=3[C:26](O)=[O:27])=[O:23])[CH3:20])[C:8]([C:12]3[CH:17]=[CH:16][CH:15]=[C:14]([F:18])[CH:13]=3)=[N:9]2)=[CH:4][CH:3]=1.Cl>CCO>[F:1][C:2]1[CH:11]=[C:10]2[C:5]([CH:6]=[C:7]([C@@H:19]([N:21]3[C:22](=[O:23])[C:24]4[C:25](=[CH:29][CH:30]=[CH:31][CH:32]=4)[C:26]3=[O:27])[CH3:20])[C:8]([C:12]3[CH:17]=[CH:16][CH:15]=[C:14]([F:18])[CH:13]=3)=[N:9]2)=[CH:4][CH:3]=1. Procedure: To a solution of (S)-2-(1-(2-chloro-7-fluoroquinolin-3-yl)ethyl)isoindoline-1,3-dione (150 mg, 423 μmol), 3-fluorophenylboronic acid (65 mg, 465 μmol) and sodium carbonate (90 mg, 846 μmol) in MeCN (8 mL) and water (2 mL) was purged with N2 followed by the addition of Pd(PPh3)4 (24 mg, 21 μmol) and the resulting mixture was stirred at 90° C. overnight. The reaction mixture was diluted with EtOAc washed with water, brine and dried over Na2SO4. Purification using preparatory TLC eluted with 100% E...